From a dataset of the Open Reaction Database (ORD), a public repository of structured organic reaction records. describe an organic reaction: reactants, conditions, products, and yield The reactants are [Mg] (magnesium), C(C1=CC=CC=C1)SCCC(=O)Cl (benzylthiomethylacetyl chloride), ice water, OS(=O)(=O)O (H2SO4), C(C)O (ethanol), C(CC(=O)C)(=O)OC(C)(C)C (tert-butyl acetoacetate). Run in C(C)OCC (diethyl ether), C(C)OCC (diethyl ether), C(Cl)(Cl)Cl (chloroform). Run at temperature 12 celsius. Product: C(C1=CC=CC=C1)SCCC(C(C(C)=O)C(=O)OC(C)(C)C)=O (1-benzylthio-4-tert-butoxycarbonyl-3,5-hexanedione). RXN SMILES: [Mg].C(O)C.[C:5]([O:11][C:12]([CH3:15])([CH3:14])[CH3:13])(=[O:10])[CH2:6][C:7]([CH3:9])=[O:8].[CH2:16]([S:23][CH2:24][CH2:25][C:26](Cl)=[O:27])[C:17]1[CH:22]=[CH:21][CH:20]=[CH:19][CH:18]=1.OS(O)(=O)=O>C(OCC)C.C(Cl)(Cl)Cl>[CH2:16]([S:23][CH2:24][CH2:25][C:26](=[O:27])[CH:6]([C:5]([O:11][C:12]([CH3:15])([CH3:14])[CH3:13])=[O:10])[C:7](=[O:8])[CH3:9])[C:17]1[CH:22]=[CH:21][CH:20]=[CH:19][CH:18]=1. Procedure: 10.7 g (0.44 mol) of magnesium, 2 ml of chloroform and 46 g (1 mol) of absolute ethanol are initially placed, with the exclusion of moisture, in a 1 1 flask equipped with a stirrer, a thermometer, a dropping funnel and a reflux condenser, and are heated under reflux for 1 hour, with stirring. 300 ml of diethyl ether are then added dropwise and the mixture is stirred for 1.5 hours. The mixture is then cooled to approx. 12° C. 63.2 g (0.4 mol) of tert-butyl acetoacetate are added dropwise at this ... Reactants: O=C1CCC(=O)N1Br, O=C(OOC(=O)c1ccccc1)c1ccccc1, Cc1ccc(Cl)c(C(=O)c2ccc(Cl)cc2)c1, c1ccccc1. Yields the product O=C(c1ccc(Cl)cc1)c1cc(CBr)ccc1Cl. Reaction SMILES: [Br:36][N:37]1[C:38](=[O:39])[CH2:40][CH2:41][C:42]1=[O:43].[C:18]([O:19][O:20][C:21](=[O:22])[c:23]1[cH:24][cH:25][cH:26][cH:27][cH:28]1)(=[O:29])[c:30]1[cH:31][cH:32][cH:33][cH:34][cH:35]1.[Cl:1][c:2]1[cH:3][cH:4][c:5]([C:6](=[O:7])[c:8]2[cH:9][c:10]([CH3:15])[cH:11][cH:12][c:13]2[Cl:14])[cH:16][cH:17]1.[cH:44]1[cH:45][cH:46][cH:47][cH:48][cH:49]1>>[Cl:1][c:2]1[cH:3][cH:4][c:5]([C:6](=[O:7])[c:8]2[cH:9][c:10]([CH2:15][Br:36])[cH:11][cH:12][c:13]2[Cl:14])[cH:16][cH:17]1. Starting materials: ClC1=CC=C2OC(C3=C4N(C(C(NC4=CC=C3C2=C1)(C)C)=O)C)=O (9-chloro-2,2,4-trimethyl-1,4-dihydro-2H-6-oxa-1,4-diazachrysen-3,5-dione), [H-].[Al+3].[Li+].[H-].[H-].[H-] (Lithium aluminium hydride), C(C)(=O)OCC (ethyl acetate), C(C)(=O)OCC (ethyl acetate), O (water). Solvent: O1CCCC1 (tetrahydrofuran), [Cl-].[Na+].O (brine), O1CCCC1 (tetrahydrofuran). Reaction conditions: temperature -10 celsius, time 10 minute. The product is ClC=1C=CC(=C(C1)C1=CC=C2NC(C(N(C2=C1CO)C)=O)(C)C)O (7-(5-Chloro-2-hydroxyphenyl)-8-hydroxymethyl-1,3,3-trimethyl-3,4-dihydro-1H-quinoxalin-2-one). Isolated yield 68.5%. RXN SMILES: [H-].[Al+3].[Li+].[H-].[H-].[H-].[Cl:7][C:8]1[CH:25]=[C:24]2[C:11]([O:12][C:13](=[O:30])[C:14]3[C:23]2=[CH:22][CH:21]=[C:20]2[C:15]=3[N:16]([CH3:29])[C:17](=[O:28])[C:18]([CH3:27])([CH3:26])[NH:19]2)=[CH:10][CH:9]=1.C(OCC)(=O)C.O>O1CCCC1.[Cl-].[Na+].O>[Cl:7][C:8]1[CH:9]=[CH:10][C:11]([OH:12])=[C:24]([C:23]2[C:14]([CH2:13][OH:30])=[C:15]3[C:20]([NH:19][C:18]([CH3:26])([CH3:27])[C:17](=[O:28])[N:16]3[CH3:29])=[CH:21][CH:22]=2)[CH:25]=1 |f:0.1.2.3.4.5,10.11.12|. Reported procedure: Lithium aluminium hydride (442 mg, 11.7 mmol) was suspended in anhydrous tetrahydrofuran (10 mL) under nitrogen atmosphere. An anhydrous tetrahydrofuran solution (40 mL) of 9-chloro-2,2,4-trimethyl-1,4-dihydro-2H-6-oxa-1,4-diazachrysen-3,5-dione (Reference Compound No. 11-1, 1:99 g, 5.81 mmol) was added dropwise thereto at −10° C. and stirred for 10 minutes at the same temperature. After ethyl acetate (1 mL) and water (1 mL) were added thereto successively, ethyl acetate (300 mL) and saturated b... Reactants: S1C(=NC=C1)N1CCC(CC1)C(=O)OCC (ethyl 1-(thiazol-2-yl)piperidine-4-carboxylate), [Li+].[OH-] (LiOH). Solvent: CO (methanol). Conditions: time 8 hour. Product: S1C(=NC=C1)N1CCC(CC1)C(=O)[O-].[Li+] (lithium 1-(thiazol-2-yl)piperidine-4-carboxylate). As a reaction SMILES: [S:1]1[CH:5]=[CH:4][N:3]=[C:2]1[N:6]1[CH2:11][CH2:10][CH:9]([C:12]([O:14]CC)=[O:13])[CH2:8][CH2:7]1.[Li+:17].[OH-]>CO>[S:1]1[CH:5]=[CH:4][N:3]=[C:2]1[N:6]1[CH2:11][CH2:10][CH:9]([C:12]([O-:14])=[O:13])[CH2:8][CH2:7]1.[Li+:17] |f:1.2,4.5|. Reported procedure: To a methanol (30 mL) solution of 3 (3.6 g, 15 mmol) was added LiOH solution (1.0 M, 15 mL) at room temperature. The resulting solution was stirred overnight and then concentrated to yield a solid as 4. The reactants are COc1ccc(-c2ccccc2SC)cc1CN(C(=O)c1sc2c(F)ccc(F)c2c1Cl)C1CCC(N(C)C(=O)OC(C)(C)C)CC1, O=C(OO)c1cccc(Cl)c1, ClCCl, [Na+], [Na+], [Na+], O=C([O-])O, O=S([O-])[O-]. Product: COc1ccc(-c2ccccc2S(C)=O)cc1CN(C(=O)c1sc2c(F)ccc(F)c2c1Cl)C1CCC(N(C)C(=O)OC(C)(C)C)CC1. As a reaction SMILES: [C:1]([CH3:2])([CH3:3])([CH3:4])[O:5][C:6]([N:7]([CH3:8])[CH:9]1[CH2:10][CH2:11][CH:12]([N:15]([CH2:16][c:17]2[cH:18][c:19](-[c:25]3[c:26]([S:31][CH3:32])[cH:27][cH:28][cH:29][cH:30]3)[cH:20][cH:21][c:22]2[O:23][CH3:24])[C:33](=[O:34])[c:35]2[c:36]([Cl:46])[c:37]3[c:38]([s:39]2)[c:40]([F:45])[cH:41][cH:42][c:43]3[F:44])[CH2:13][CH2:14]1)=[O:47].[Cl:53][c:54]1[cH:55][cH:56][cH:57][c:58]([C:59]([O:60][OH:61])=[O:62])[cH:63]1.[Cl:64][CH2:65][Cl:66].[Na+:52].[Na+:71].[Na+:72].[O-:48][C:49]([OH:50])=[O:51].[S:67]([O-:68])([O-:69])=[O:70]>>[C:1]([CH3:2])([CH3:3])([CH3:4])[O:5][C:6]([N:7]([CH3:8])[CH:9]1[CH2:10][CH2:11][CH:12]([N:15]([CH2:16][c:17]2[cH:18][c:19](-[c:25]3[c:26]([S:31]([CH3:32])=[O:48])[cH:27][cH:28][cH:29][cH:30]3)[cH:20][cH:21][c:22]2[O:23][CH3:24])[C:33](=[O:34])[c:35]2[c:36]([Cl:46])[c:37]3[c:38]([s:39]2)[c:40]([F:45])[cH:41][cH:42][c:43]3[F:44])[CH2:13][CH2:14]1)=[O:47]. The reactants are Cc1ccc(S(=O)(=O)OCC2COc3ccc4[nH]c(C(F)(F)F)nc4c3O2)cc1, CS(C)=O, CCOC(C)=O, NCCCCc1ccccc1. Yields the product FC(F)(F)c1nc2c3c(ccc2[nH]1)OCC(CNCCCCc1ccccc1)O3. As a reaction SMILES: [CH3:1][c:2]1[cH:3][cH:4][c:5]([S:6]([O:7][CH2:12][CH:13]2[CH2:14][O:15][c:16]3[cH:17][cH:18][c:19]4[c:20]([c:21]3[O:22]2)[n:23][c:24]([C:26]([F:27])([F:28])[F:29])[nH:25]4)(=[O:8])=[O:9])[cH:10][cH:11]1.[CH3:41][S:42]([CH3:43])=[O:44].[CH3:45][CH2:46][O:47][C:48](=[O:49])[CH3:50].[c:30]1([CH2:36][CH2:37][CH2:38][CH2:39][NH2:40])[cH:31][cH:32][cH:33][cH:34][cH:35]1>>[CH2:12]([CH:13]1[CH2:14][O:15][c:16]2[cH:17][cH:18][c:19]3[c:20]([c:21]2[O:22]1)[n:23][c:24]([C:26]([F:27])([F:28])[F:29])[nH:25]3)[NH:40][CH2:39][CH2:38][CH2:37][CH2:36][c:30]1[cH:31][cH:32][cH:33][cH:34][cH:35]1.